describe an organic reaction: reactants, conditions, products, and yield From a dataset of the Open Reaction Database (ORD), a public repository of structured organic reaction records. The reactants are CN1CCCC1=O, CC1CCC(C(C)C)C(O)C1, CC(C)c1cc(C(=O)CCl)cc(C(C)C)c1O, Cl, [K+], [OH-]. Yields the product CC1CCC(C(C)C)C(OCC(=O)c2cc(C(C)C)c(O)c(C(C)C)c2)C1. Reaction SMILES: [CH3:32][N:33]1[CH2:34][CH2:35][CH2:36][C:37]1=[O:38].[CH:1]([CH3:2])([CH3:3])[CH:4]1[CH:5]([OH:11])[CH2:6][CH:7]([CH3:10])[CH2:8][CH2:9]1.[Cl:14][CH2:15][C:16](=[O:17])[c:18]1[cH:19][c:20]([CH:28]([CH3:29])[CH3:30])[c:21]([OH:27])[c:22]([CH:24]([CH3:25])[CH3:26])[cH:23]1.[ClH:31].[K+:13].[OH-:12]>>[CH:1]([CH3:2])([CH3:3])[CH:4]1[CH:5]([O:11][CH2:15][C:16](=[O:17])[c:18]2[cH:19][c:20]([CH:28]([CH3:29])[CH3:30])[c:21]([OH:27])[c:22]([CH:24]([CH3:25])[CH3:26])[cH:23]2)[CH2:6][CH:7]([CH3:10])[CH2:8][CH2:9]1. Starting materials: Cl[Si](C)(C)C (chlorotrimethylsilane), [BH4-].[Li+] (lithium borohydride), BrC1=C(C=CC(=C1)Cl)C=C[N+](=O)[O-] (2-bromo-4-chloro-1-(2-nitrovinyl)benzene). Solvent: C1CCOC1 (THF), O1CCCC1 (tetrahydrofuran). Conditions: time 2 minute. The product is BrC1=C(C=CC(=C1)Cl)CCN (2-(2-bromo-4-chlorophenyl)ethanamine). The yield is 87.2%. As a reaction SMILES: [BH4-].[Li+].Cl[Si](C)(C)C.[Br:8][C:9]1[CH:14]=[C:13]([Cl:15])[CH:12]=[CH:11][C:10]=1[CH:16]=[CH:17][N+:18]([O-])=O>C1COCC1>[Br:8][C:9]1[CH:14]=[C:13]([Cl:15])[CH:12]=[CH:11][C:10]=1[CH2:16][CH2:17][NH2:18] |f:0.1|. Procedure details: To a stirred suspension of lithium borohydride (0.39 g; 18.0 mmol) in 25 mL THF at ambient temperature was added chlorotrimethylsilane (3.9 g; 36.0 mmol), dropwise over 2 minutes. Gas was evolved and the mixture warmed slightly. After stirring for 20 minutes, gas evolution had ceased, and argon gas was bubbled through the mixture for 2 minutes to try to remove the remaining trimethylsilane that had formed. A solution of 2-bromo-4-chloro-1-(2-nitrovinyl)benzene (1.18 g; 4.5 mmol) in 20 mL tetrahy...